Dataset: the Open Reaction Database (ORD), a public repository of structured organic reaction records. Task: describe an organic reaction: reactants, conditions, products, and yield The reactants are [Si](C)(C)(C(C)(C)C)OC1=C(C=CC(=C1)O[Si](C)(C)C(C)(C)C)C1CCC(CC1)=NNS(=O)(=O)C1=CC=C(C=C1)C (4-(2,4-bis{[tert-butyl(dimethyl)silyl]oxy}phenyl)cyclohexylidene-4-methylbenzenesulfonohydrazide), O.[F-].C(CCC)[N+](CCCC)(CCCC)CCCC (tetrabutylammonium fluoride hydrate), C(O)([O-])=O.[Na+] (sodium hydrogen carbonate). Reagents/catalysts: C(C)(=O)O (acetic acid). Run in O1CCCC1 (tetrahydrofuran). Conditions: time 2 hour. Product: OC1=C(C=CC(=C1)O)C1CCC(CC1)=NNS(=O)(=O)C1=CC=C(C=C1)C (N′-[4-(2,4-Dihydroxyphenyl)cyclohexylidene]-4-methylbenzenesulfonohydrazide). The yield is 99.8%. As a reaction SMILES: [Si]([O:8][C:9]1[CH:14]=[C:13]([O:15][Si](C(C)(C)C)(C)C)[CH:12]=[CH:11][C:10]=1[CH:23]1[CH2:28][CH2:27][C:26](=[N:29][NH:30][S:31]([C:34]2[CH:39]=[CH:38][C:37]([CH3:40])=[CH:36][CH:35]=2)(=[O:33])=[O:32])[CH2:25][CH2:24]1)(C(C)(C)C)(C)C.O.[F-].C([N+](CCCC)(CCCC)CCCC)CCC.C(=O)([O-])O.[Na+]>C(O)(=O)C.O1CCCC1>[OH:8][C:9]1[CH:14]=[C:13]([OH:15])[CH:12]=[CH:11][C:10]=1[CH:23]1[CH2:24][CH2:25][C:26](=[N:29][NH:30][S:31]([C:34]2[CH:35]=[CH:36][C:37]([CH3:40])=[CH:38][CH:39]=2)(=[O:33])=[O:32])[CH2:27][CH2:28]1 |f:1.2.3,4.5|. Procedure details: To a round bottomed flask was added N′-[4-(2,4-bis{[tert-butyl(dimethyl)silyl]oxy}phenyl)cyclohexylidene-4-methylbenzenesulfonohydrazide (100 mg), tetrahydrofuran (5 ml), glacial acetic acid (3 drops) and tetrabutylammonium fluoride hydrate (174 mg), and the resulting solution was stirred at room temperature for 2 hr. Saturated sodium hydrogen carbonate solution (10 ml) was added and stirring was continued for 1 hr. The reaction mixture was partitioned between water (10 ml) and ethyl acetate (20... Reactants: CCO, O=C1CCN(C(=O)c2ccc(Cl)cc2Cl)c2cc(Cl)ccc21, Cl, NO, O, c1ccncc1. Yields the product O=C(c1ccc(Cl)cc1Cl)N1CCC(=NO)c2ccc(Cl)cc21. As a reaction SMILES: [CH3:23][CH2:24][OH:25].[Cl:1][c:2]1[cH:3][cH:4][c:5]2[c:10]([cH:11]1)[N:9]([C:12]([c:13]1[c:14]([Cl:20])[cH:15][c:16]([Cl:19])[cH:17][cH:18]1)=[O:21])[CH2:8][CH2:7][C:6]2=[O:22].[ClH:26].[NH2:27][OH:28].[OH2:35].[cH:29]1[cH:30][cH:31][n:32][cH:33][cH:34]1>>[Cl:1][c:2]1[cH:3][cH:4][c:5]2[c:10]([cH:11]1)[N:9]([C:12]([c:13]1[c:14]([Cl:20])[cH:15][c:16]([Cl:19])[cH:17][cH:18]1)=[O:21])[CH2:8][CH2:7][C:6]2=[N:27][OH:28]. The reactants are ClC1=CC(=NC2=CC=C(C=C12)C)N1CCS(C2=C(C1)C=CC=C2)(=O)=O (4-(4-chloro-6-methylquinolin-2-yl)-2,3,4,5-tetrahydro-1,4-benzothiazepine 1,1-dioxide), C(CCCCCCN)N (heptane-1,7-diamine). Yields the product O=S1(CCN(CC2=C1C=CC=C2)C2=NC1=CC=C(C=C1C(=C2)NCCCCCCCN)C)=O (N-[2-(1,1-Dioxido-2,3-dihydro-1,4-benzothiazepin-4(5H)-yl)-6-methylquinolin-4-yl]heptane-1,7-diamine). As a reaction SMILES: Cl[C:2]1[C:11]2[C:6](=[CH:7][CH:8]=[C:9]([CH3:12])[CH:10]=2)[N:5]=[C:4]([N:13]2[CH2:19][C:18]3[CH:20]=[CH:21][CH:22]=[CH:23][C:17]=3[S:16](=[O:25])(=[O:24])[CH2:15][CH2:14]2)[CH:3]=1.[CH2:26]([NH2:34])[CH2:27][CH2:28][CH2:29][CH2:30][CH2:31][CH2:32][NH2:33]>>[O:24]=[S:16]1(=[O:25])[C:17]2[CH:23]=[CH:22][CH:21]=[CH:20][C:18]=2[CH2:19][N:13]([C:4]2[CH:3]=[C:2]([NH:33][CH2:32][CH2:31][CH2:30][CH2:29][CH2:28][CH2:27][CH2:26][NH2:34])[C:11]3[C:6](=[CH:7][CH:8]=[C:9]([CH3:12])[CH:10]=3)[N:5]=2)[CH2:14][CH2:15]1. Procedure: The title compound was prepared in analogy to Example 3-1 in Scheme 5 by using 4-(4-chloro-6-methylquinolin-2-yl)-2,3,4,5-tetrahydro-1,4-benzothiazepine 1,1-dioxide (prepared in analogy to the one in Example 2-1) and heptane-1,7-diamine. MS obsd. (ESI+) [(M+H)+] 467, 1H NMR (400 MHz, CD3OD) δ ppm 8.07 (dd, J=1.2, 0.8 Hz, 1 H), 7.97 (s, 1 H), 7.92 (d, J=7.6 Hz, 1 H), 7.74-7.68 (m, 2 H), 7.61-7.56 (m, 2 H), 5.91 (s, 1 H), 5.32 (s, 2 H), 4.52 (brs, 2 H), 3.75 (d, J=4.80 Hz, 2 H), 3.31 (d, J=1.60 Hz...